The task is: describe an organic reaction: reactants, conditions, products, and yield. This data is from the Open Reaction Database (ORD), a public repository of structured organic reaction records. The reactants are BrC(CCCCC(C#N)(C1=CC(=C(C=C1)OC)OC)SC1=CC=C(C=C1)C)CCC (α-(5-bromooctyl)-3,4-dimethoxy-α-[(4-methylphenyl)thio]benzeneacetonitrile), COC=1C=C2CCNCC2=CC1OC (6,7-dimethoxy-1,2,3,4-tetrahydroisoquinoline). The product is COC=1C=C(C=CC1OC)C(C#N)(CCCCCCCCN1CC2=CC(=C(C=C2CC1)OC)OC)SC1=CC=C(C=C1)C (α-(3,4-Dimethoxyphenyl)-3,4-dihydro-6,7-dimethoxy-α-[(4-methylphenyl)thio]-2(1H)-isoquinolinedecanenitrile). Isolated yield 20041.0%. As a reaction SMILES: Br[CH:2]([CH2:28][CH2:29][CH3:30])[CH2:3][CH2:4][CH2:5][CH2:6][C:7]([S:20][C:21]1[CH:26]=[CH:25][C:24]([CH3:27])=[CH:23][CH:22]=1)([C:10]1[CH:15]=[CH:14][C:13]([O:16][CH3:17])=[C:12]([O:18][CH3:19])[CH:11]=1)[C:8]#[N:9].[CH3:31][O:32][C:33]1[CH:34]=[C:35]2[C:40](=[CH:41][C:42]=1[O:43][CH3:44])[CH2:39][NH:38][CH2:37][CH2:36]2>>[CH3:19][O:18][C:12]1[CH:11]=[C:10]([C:7]([S:20][C:21]2[CH:26]=[CH:25][C:24]([CH3:27])=[CH:23][CH:22]=2)([CH2:6][CH2:5][CH2:4][CH2:3][CH2:2][CH2:28][CH2:29][CH2:30][N:38]2[CH2:37][CH2:36][C:35]3[C:40](=[CH:41][C:42]([O:43][CH3:44])=[C:33]([O:32][CH3:31])[CH:34]=3)[CH2:39]2)[C:8]#[N:9])[CH:15]=[CH:14][C:13]=1[O:16][CH3:17]. Procedure: The procedure of Example 3 is repeated using 0,836 g of α-(5-bromooctyl)-3,4-dimethoxy-α-[(4-methylphenyl)thio]benzeneacetonitrile and 0.675 g of 6,7-dimethoxy-1,2,3,4-tetrahydroisoquinoline. This affords 0,422 g of the desired product as a brown gum. Starting materials: Cl, CCCCOc1cc(C)c(NC(=O)C(C)N)c(C)c1. Yields the product CCCOc1cc(C)c(NC(=O)C(C)N)c(C)c1. Reaction SMILES: [ClH:20].[NH2:1][CH:2]([C:3](=[O:4])[NH:5][c:6]1[c:7]([CH3:18])[cH:8][c:9]([O:13][CH2:14][CH2:15][CH2:16][CH3:17])[cH:10][c:11]1[CH3:12])[CH3:19]>>[NH2:1][CH:2]([C:3](=[O:4])[NH:5][c:6]1[c:7]([CH3:18])[cH:8][c:9]([O:13][CH2:14][CH2:15][CH3:16])[cH:10][c:11]1[CH3:12])[CH3:19]. The reactants are C(C)(C)(C)OC(C(C)(C)SC=1SC=C(N1)CCN(C1=NC=C(C=N1)CC)CC1=CC(=CC=C1)Br)=O (2-[(4-{2-[(3-Bromobenzyl)(5-ethylpyrimidin-2-yl)amino]ethyl}-1,3-thiazol-2-yl)thio]-2-methylpropionic acid tert-butyl ester), FC(C(=O)O)(F)F (trifluoroacetic acid). The solvent is ClCCl (dichloromethane). Run at time 20 hour. The product is BrC=1C=C(CN(CCC=2N=C(SC2)SC(C(=O)O)(C)C)C2=NC=C(C=N2)CC)C=CC1 (2-[(4-{2-[(3-bromobenzyl)(5-ethylpyrimidin-2-yl)amino]ethyl}-1,3-thiazol-2-yl)thio]-2-methylpropionic acid). Yield: 103.4%. RXN SMILES: C([O:5][C:6](=[O:35])[C:7]([S:10][C:11]1[S:12][CH:13]=[C:14]([CH2:16][CH2:17][N:18]([CH2:27][C:28]2[CH:33]=[CH:32][CH:31]=[C:30]([Br:34])[CH:29]=2)[C:19]2[N:24]=[CH:23][C:22]([CH2:25][CH3:26])=[CH:21][N:20]=2)[N:15]=1)([CH3:9])[CH3:8])(C)(C)C.FC(F)(F)C(O)=O>ClCCl>[Br:34][C:30]1[CH:29]=[C:28]([CH:33]=[CH:32][CH:31]=1)[CH2:27][N:18]([C:19]1[N:20]=[CH:21][C:22]([CH2:25][CH3:26])=[CH:23][N:24]=1)[CH2:17][CH2:16][C:14]1[N:15]=[C:11]([S:10][C:7]([CH3:9])([CH3:8])[C:6]([OH:35])=[O:5])[S:12][CH:13]=1. Procedure details: 2-[(4-{2-[(3-Bromobenzyl)(5-ethylpyrimidin-2-yl)amino]ethyl}-1,3-thiazol-2-yl)thio]-2-methylpropionic acid tert-butyl ester (300 mg) obtained in Example 411-1 was dissolved in dichloromethane (6 mL), trifluoroacetic acid (2 mL) was added, and the mixture was stirred at room temperature for 20 hr. The reaction mixture was concentrated under reduced pressure, ethyl acetate was added, and the mixture was washed with saturated aqueous sodium hydrogen carbonate solution (at this time point, the objec... Starting materials: CC(=O)OCc1c(Br)cc(F)cc1N1CCn2c(cc3c2CCCC3)C1=O, O=C([O-])[O-], Cc1cc(Nc2cc(B3OC(C)(C)C(C)(C)O3)cn(C)c2=O)n[nH]1, COCCOC, [Na+], [Na+]. Yields the product CC(=O)OCc1c(-c2cc(Nc3cc(C)[nH]n3)c(=O)n(C)c2)cc(F)cc1N1CCn2c(cc3c2CCCC3)C1=O. RXN SMILES: [C:25]([CH3:26])(=[O:27])[O:28][CH2:29][c:30]1[c:31]([Br:51])[cH:32][c:33]([F:50])[cH:34][c:35]1[N:36]1[C:37](=[O:49])[c:38]2[n:39]([c:40]3[c:45]([cH:46]2)[CH2:44][CH2:43][CH2:42][CH2:41]3)[CH2:47][CH2:48]1.[C:52](=[O:53])([O-:54])[O-:55].[CH3:1][n:2]1[c:3](=[O:24])[c:4]([NH:17][c:18]2[n:19][nH:20][c:21]([CH3:23])[cH:22]2)[cH:5][c:6]([B:8]2[O:9][C:10]([CH3:11])([CH3:12])[C:13]([CH3:14])([CH3:15])[O:16]2)[cH:7]1.[CH3:58][O:59][CH2:60][CH2:61][O:62][CH3:63].[Na+:56].[Na+:57]>>[CH3:1][n:2]1[c:3](=[O:24])[c:4]([NH:17][c:18]2[n:19][nH:20][c:21]([CH3:23])[cH:22]2)[cH:5][c:6](-[c:31]2[c:30]([CH2:29][O:28][C:25]([CH3:26])=[O:27])[c:35]([N:36]3[C:37](=[O:49])[c:38]4[n:39]([c:40]5[c:45]([cH:46]4)[CH2:44][CH2:43][CH2:42][CH2:41]5)[CH2:47][CH2:48]3)[cH:34][c:33]([F:50])[cH:32]2)[cH:7]1. The reactants are O=C([O-])[O-], CN(C)C=O, BrCC1CCCC1, [K+], [K+], COc1ccc(C=O)cc1O. The product is COc1ccc(C=O)cc1OCC1CCCC1. Reaction SMILES: [C:19](=[O:20])([O-:21])[O-:22].[CH3:25][N:26]([CH3:27])[CH:28]=[O:29].[CH:12]1([CH2:17][Br:18])[CH2:13][CH2:14][CH2:15][CH2:16]1.[K+:23].[K+:24].[OH:1][c:2]1[cH:3][c:4]([CH:5]=[O:6])[cH:7][cH:8][c:9]1[O:10][CH3:11]>>[O:1]([c:2]1[cH:3][c:4]([CH:5]=[O:6])[cH:7][cH:8][c:9]1[O:10][CH3:11])[CH2:17][CH:12]1[CH2:13][CH2:14][CH2:15][CH2:16]1.